This data is from the Open Reaction Database (ORD), a public repository of structured organic reaction records. The task is: describe an organic reaction: reactants, conditions, products, and yield The reactants are BrB(Br)Br, COc1ccc2c(nc(C(F)(F)F)n2CC(F)(F)F)c1Cl, ClCCl. Product: Oc1ccc2c(nc(C(F)(F)F)n2CC(F)(F)F)c1Cl. Reaction SMILES: [B:22]([Br:23])([Br:24])[Br:25].[Cl:1][c:2]1[c:3]([O:20][CH3:21])[cH:4][cH:5][c:6]2[n:7]([CH2:15][C:16]([F:17])([F:18])[F:19])[c:8]([C:11]([F:12])([F:13])[F:14])[n:9][c:10]12.[Cl:26][CH2:27][Cl:28]>>[Cl:1][c:2]1[c:3]([OH:20])[cH:4][cH:5][c:6]2[n:7]([CH2:15][C:16]([F:17])([F:18])[F:19])[c:8]([C:11]([F:12])([F:13])[F:14])[n:9][c:10]12. Starting materials: CC(=O)OC1CCC2(C)C(CCC3C4=CCC(C(C)=O)C4(C)CCC32)C1, [BH3-]C#N, CC(=O)O, CO, [I-], [I-], [Na+], [Zn+2]. Yields the product CCC1CC=C2C3CCC4CC(OC(C)=O)CCC4(C)C3CCC21C. As a reaction SMILES: [C:1]([CH3:2])(=[O:3])[O:4][CH:5]1[CH2:6][CH:7]2[CH2:8][CH2:9][CH:10]3[C:11]4=[CH:12][CH2:13][CH:14]([C:15]([CH3:16])=[O:17])[C:18]4([CH3:26])[CH2:19][CH2:20][CH:21]3[C:22]2([CH3:25])[CH2:23][CH2:24]1.[C:27]([BH3-:28])#[N:29].[C:31]([OH:32])(=[O:33])[CH3:34].[CH3:35][OH:36].[I-:37].[I-:39].[Na+:30].[Zn+2:38]>>[C:1]([CH3:2])(=[O:3])[O:4][CH:5]1[CH2:6][CH:7]2[CH2:8][CH2:9][CH:10]3[C:11]4=[CH:12][CH2:13][CH:14]([CH2:15][CH3:16])[C:18]4([CH3:26])[CH2:19][CH2:20][CH:21]3[C:22]2([CH3:25])[CH2:23][CH2:24]1.